Dataset: the Open Reaction Database (ORD), a public repository of structured organic reaction records. Task: describe an organic reaction: reactants, conditions, products, and yield The reactants are CCOC(=O)C(=O)Nc1cc(C#N)ccc1O, CN1CCNCC1, CO. Product: CN1CCN(C(=O)C(=O)Nc2cc(C#N)ccc2O)CC1. RXN SMILES: [C:8](#[N:9])[c:10]1[cH:11][cH:12][c:13]([OH:24])[c:14]([NH:15][C:16]([C:17]([O:19][CH2:18][CH3:20])=[O:21])=[O:22])[cH:23]1.[CH3:1][N:2]1[CH2:3][CH2:4][NH:5][CH2:6][CH2:7]1.[CH3:25][OH:26]>>[CH3:1][N:2]1[CH2:3][CH2:4][N:5]([C:17]([C:16]([NH:15][c:14]2[c:13]([OH:24])[cH:12][cH:11][c:10]([C:8]#[N:9])[cH:23]2)=[O:22])=[O:19])[CH2:6][CH2:7]1.